Dataset: the Open Reaction Database (ORD), a public repository of structured organic reaction records. Task: describe an organic reaction: reactants, conditions, products, and yield Starting materials: FC1=C(C(=O)Cl)C=CC(=C1)C(F)(F)F (2-fluoro-4-(trifluoromethyl)benzoyl chloride), ClC1=C(C=CC(=C1)Cl)C1=NC(=NC=C1C=1NC=CN1)NCCNC1=NC=C(C=C1)[N+](=O)[O-] ([4-(2,4-dichlorophenyl)-5-imidazol-2-ylpyrimidin-2-yl]{2-[(5-nitro(2-pyridyl))amino]ethyl}amine). The product is FC1=C(C=CC(=C1)C(F)(F)F)C1=NC(=NC=C1C=1NC=CN1)NCCNC1=NC=C(C=C1)[N+](=O)[O-] ({4-[2-fluoro-4-(trifluoromethyl)phenyl]-5-imidazol-2-ylpyrimidin-2-yl}{2-[(5-nitro(2-pyridyl))amino]ethyl}amine). Reaction SMILES: [F:1][C:2]1[CH:10]=[C:9]([C:11]([F:14])([F:13])[F:12])[CH:8]=[CH:7][C:3]=1[C:4](Cl)=O.ClC1C=C(Cl)C=CC=1C1[C:28]([C:29]2[NH:30][CH:31]=[CH:32][N:33]=2)=[CH:27][N:26]=[C:25]([NH:34][CH2:35][CH2:36][NH:37][C:38]2[CH:43]=[CH:42][C:41]([N+:44]([O-:46])=[O:45])=[CH:40][N:39]=2)[N:24]=1>>[F:1][C:2]1[CH:10]=[C:9]([C:11]([F:14])([F:13])[F:12])[CH:8]=[CH:7][C:3]=1[C:4]1[C:28]([C:29]2[NH:33][CH:32]=[CH:31][N:30]=2)=[CH:27][N:26]=[C:25]([NH:34][CH2:35][CH2:36][NH:37][C:38]2[CH:43]=[CH:42][C:41]([N+:44]([O-:46])=[O:45])=[CH:40][N:39]=2)[N:24]=1. Procedure details: {4-[2-fluoro-4-(trifluoromethyl)phenyl]-5-imidazol-2-ylpyrimidin-2-yl}{2-[(5-nitro(2-pyridyl))amino]ethyl}amine was prepared from 2-fluoro-4-(trifluoromethyl)benzoyl chloride using the general method for [4-(2,4-dichlorophenyl)-5-imidazol-2-ylpyrimidin-2-yl]{2-[(5-nitro(2-pyridyl))amino]ethyl}amine. Starting materials: O=C1N=C(SC2=C1C=CC=C2)C2=CC=C(C=N2)CCC(=O)OC(C)(C)C (tert-Butyl 3-[6-(4-oxo-4H-1,3-benzothiazin-2-yl)-3-pyridyl]propanoate), C(C)(C)OC(C)C (Diisopropyl ether). The solvent is FC(C(=O)O)(F)F (trifluoroacetic acid). Run at time 0.5 hour. Product: O=C1N=C(SC2=C1C=CC=C2)C2=CC=C(C=N2)CCC(=O)O (3-[6-(4-Oxo-4H-1,3-benzothiazin-2-yl)-3-pyridyl]propionic acid). Isolated yield 68.6%. RXN SMILES: [O:1]=[C:2]1[C:7]2[CH:8]=[CH:9][CH:10]=[CH:11][C:6]=2[S:5][C:4]([C:12]2[N:17]=[CH:16][C:15]([CH2:18][CH2:19][C:20]([O:22]C(C)(C)C)=[O:21])=[CH:14][CH:13]=2)=[N:3]1.C(OC(C)C)(C)C>FC(F)(F)C(O)=O>[O:1]=[C:2]1[C:7]2[CH:8]=[CH:9][CH:10]=[CH:11][C:6]=2[S:5][C:4]([C:12]2[N:17]=[CH:16][C:15]([CH2:18][CH2:19][C:20]([OH:22])=[O:21])=[CH:14][CH:13]=2)=[N:3]1. Procedure: tert-Butyl 3-[6-(4-oxo-4H-1,3-benzothiazin-2-yl)-3-pyridyl]propanoate (0.21 g, 0.56 mmol) was dissolved in trifluoroacetic acid (5 ml), and the mixture was stirred at room temperature for 0.5 hr. Diisopropyl ether was added to the reaction mixture to give crystals, which were recrystallized from ethanol to give the titled compound (0.12 g, 68%) as white crystals. The reactants are C(C)(C)(C)O (t-butyl alcohol), C(C)OCC (diethyl ether), C(#N)C[C@@H]1C[C@@H](OC(O1)(C)C)CC(=O)O ((±)-cis-6-(cyanomethyl)-2,2-dimethyl-1,3-dioxane-4-acetic acid), C1(CCCCC1)N=C=NC1CCCCC1 (dicyclohexylcarbodiimide). Reagents/catalysts: CN(C1=CC=NC=C1)C (4-dimethylaminopyridine). Run in ClCCl (dichloromethane), ClCCl (dichloromethane). Conditions: temperature 0 celsius, time 1 hour. Product: C(#N)C[C@@H]1C[C@@H](OC(O1)(C)C)CC(=O)OC(C)(C)C ((±)-cis-1,1-dimethylethyl 6-(cyanomethyl)-2,2-dimethyl-1,3-dioxane-4-acetate). Reaction SMILES: [C:1]([CH2:3][C@H:4]1[O:9][C:8]([CH3:11])([CH3:10])[O:7][C@@H:6]([CH2:12][C:13]([OH:15])=[O:14])[CH2:5]1)#[N:2].[C:16](O)([CH3:19])([CH3:18])[CH3:17].C1(N=C=NC2CCCCC2)CCCCC1.C(OCC)C>ClCCl.CN(C)C1C=CN=CC=1>[C:1]([CH2:3][C@H:4]1[O:9][C:8]([CH3:11])([CH3:10])[O:7][C@@H:6]([CH2:12][C:13]([O:15][C:16]([CH3:19])([CH3:18])[CH3:17])=[O:14])[CH2:5]1)#[N:2]. Procedure details: (±)-cis-6-(cyanomethyl)-2,2-dimethyl-1,3-dioxane-4-acetic acid (3.72 g, 17.44 mmol) is dissolved in 20 mL of dichloromethane, cooled to 0° C. and 0.2 g of 4-dimethylaminopyridine (DMAP) is added, followed by t-butyl alcohol and followed by 4.32 g of dicyclohexylcarbodiimide (DCC). This solution is allowed to slowly warm to room temperature over a 76.5-hour period. Thin layer chromotography (TLC) shows mainly product, and some slightly lower Rf by-products. The mixture is stirred one hour and 50 ...